From a dataset of the Open Reaction Database (ORD), a public repository of structured organic reaction records. describe an organic reaction: reactants, conditions, products, and yield As a reaction SMILES: [ClH:1].Cl[C:3]1([C:10]([O:12][CH3:13])=[O:11])[C:7](=[O:8])[C:6]([Cl:9])=[CH:5][S:4]1>C(O)(=O)C>[Cl:9][C:6]1[C:7]([OH:8])=[C:3]([C:10]([O:12][CH3:13])=[O:11])[S:4][C:5]=1[Cl:1]. The product is ClC=1C(=C(SC1Cl)C(=O)OC)O (Methyl 4,5-dichloro-3-hydroxythiophene-2-carboxylate). Reaction conditions: time 2 day. Solvent: C(C)(=O)O (acetic acid). Procedure details: Dry hydrogen chloride gas was bubbled into a solution of crude 2,4-dichloro-2-methoxycarbonylthiophen-3(2H)-one (6.8 g, 30 mmol) in acetic acid (30 ml) until saturated. The mixture was allowed to stand for 2 days, concentrated under reduced pressure and the precipitate filtered and recrystallised from methanol, m.p. 107°-108° C. The reactants are Cl (hydrogen chloride), ClC1(SC=C(C1=O)Cl)C(=O)OC (2,4-dichloro-2-methoxycarbonylthiophen-3(2H)-one). Starting materials: N1=CC=C(C=C1)CC(C)=O (1-(4-pyridyl)-2-propanone), [N+](=O)([O-])C=1C=C(C=O)C=CC1 (3-nitrobenzaldehyde), C(C)(=O)[O-].[NH2+]1CCCCC1 (piperidinium acetate). Solvent: C1=CC=CC=C1 (benzene). Yields the product [N+](=O)([O-])C=1C=C(C=CC1)C=C(C(C)=O)C1=CC=NC=C1 (4-(3-nitrophenyl)-3-(4-pyridyl)-3-butene-2-one). As a reaction SMILES: [N:1]1[CH:6]=[CH:5][C:4]([CH2:7][C:8](=[O:10])[CH3:9])=[CH:3][CH:2]=1.[N+:11]([C:14]1[CH:15]=[C:16]([CH:19]=[CH:20][CH:21]=1)[CH:17]=O)([O-:13])=[O:12].C([O-])(=O)C.[NH2+]1CCCCC1>C1C=CC=CC=1>[N+:11]([C:14]1[CH:15]=[C:16]([CH:17]=[C:7]([C:4]2[CH:5]=[CH:6][N:1]=[CH:2][CH:3]=2)[C:8](=[O:10])[CH3:9])[CH:19]=[CH:20][CH:21]=1)([O-:13])=[O:12] |f:2.3|. Procedure: 4.62 g (34 mmole) of 1-(4-pyridyl)-2-propanone and 5.14 g (34 mmol) of 3-nitrobenzaldehyde were dissolved in benzene. To this solution, 0.49 g (3.4 mmol) of piperidinium acetate was added, and the mixture was refluxed with application of heat for 6 hours for dehydration. The reaction mixture was washed with water, and dried over anhydrous sodium sulfate. The benzene contained in the reaction mixture was distilled off under reduced pressure and the remaining reaction product was chromatographed o...